From a dataset of the Open Reaction Database (ORD), a public repository of structured organic reaction records. describe an organic reaction: reactants, conditions, products, and yield Starting materials: C(C)(=O)OC[C@H](C)N1C(C2=CC=C(C(=C2C=C1)NC(CC1=CC(=C(C=C1)C(F)(F)F)F)=O)C)=O ((S)-2-(5-(2-(3-fluoro-4-(trifluoromethyl)phenyl)-acetamido)-6-methyl-1-oxoisoquinolin-2(1H)-yl)propyl acetate), C([O-])([O-])=O.[K+].[K+] (potassium carbonate), CO (methanol). Solvent: O (water). Conditions: time 1 hour. The product is FC=1C=C(C=CC1C(F)(F)F)CC(=O)NC1=C2C=CN(C(C2=CC=C1C)=O)[C@H](CO)C ((S)-2-(3-fluoro-4-(trifluoromethyl)phenyl)-N-(2-(1-hydroxypropan-2-yl)-6-methyl-1-oxo-1,2-dihydroisoquinolin-5-yl)acetamide). RXN SMILES: C([O:4][CH2:5][C@@H:6]([N:8]1[CH:17]=[CH:16][C:15]2[C:10](=[CH:11][CH:12]=[C:13]([CH3:33])[C:14]=2[NH:18][C:19](=[O:32])[CH2:20][C:21]2[CH:26]=[CH:25][C:24]([C:27]([F:30])([F:29])[F:28])=[C:23]([F:31])[CH:22]=2)[C:9]1=[O:34])[CH3:7])(=O)C.C(=O)([O-])[O-].[K+].[K+].CO>O>[F:31][C:23]1[CH:22]=[C:21]([CH2:20][C:19]([NH:18][C:14]2[C:13]([CH3:33])=[CH:12][CH:11]=[C:10]3[C:15]=2[CH:16]=[CH:17][N:8]([C@@H:6]([CH3:7])[CH2:5][OH:4])[C:9]3=[O:34])=[O:32])[CH:26]=[CH:25][C:24]=1[C:27]([F:30])([F:28])[F:29] |f:1.2.3|. Reported procedure: A round bottom flask was charged with (S)-2-(5-(2-(3-fluoro-4-(trifluoromethyl)phenyl)-acetamido)-6-methyl-1-oxoisoquinolin-2(1H)-yl)propyl acetate (200.00 mg, 0.41803 mmol), potassium carbonate (173 mg, 0.00125 mol), methanol (15 mL, 0.37 mol) and few drops of water. The reaction was stirred at room temperature for 1 h. The reaction mixture was filtered and the solvent was removed under reduced pressure. The residue was extracted with IPA:chloroforn, 1:3, washed with water and the solvent was r... The reactants are FC=1C=C(C=CC1F)C1=CC2=CC=C(C=C2C=C1)C#CC (2-(3,4-difluorophenyl)-6-(1-propynyl)naphthalene), [H][H] (Hydrogen). The reagents and catalysts are [C].[Pd] (palladium carbon). Run in C(C)(=O)OCC (ethyl acetate). Reaction conditions: time 6 hour. The product is FC=1C=C(C=CC1F)C1=CC2=CC=C(C=C2C=C1)CCC (2-(3,4-difluorophenyl)-6-propylnaphthalene). Isolated yield 95.9%. Reaction SMILES: [F:1][C:2]1[CH:3]=[C:4]([C:9]2[CH:18]=[CH:17][C:16]3[C:11](=[CH:12][CH:13]=[C:14]([C:19]#[C:20][CH3:21])[CH:15]=3)[CH:10]=2)[CH:5]=[CH:6][C:7]=1[F:8].[H][H]>C(OCC)(=O)C.[C].[Pd]>[F:1][C:2]1[CH:3]=[C:4]([C:9]2[CH:18]=[CH:17][C:16]3[C:11](=[CH:12][CH:13]=[C:14]([CH2:19][CH2:20][CH3:21])[CH:15]=3)[CH:10]=2)[CH:5]=[CH:6][C:7]=1[F:8] |f:3.4|. Procedure details: 7.4 g of 2-(3,4-difluorophenyl)-6-(1-propynyl)naphthalene was dissolved in 80 ml of ethyl acetate. To the solution was then added 1.5 g of 5% palladium carbon. Hydrogen was then introduced into the reaction mixture at ordinary temperature and pressure. The reaction mixture was then stirred for 6 hours. The catalyst was then removed by filtration. The solvent was then distilled off to obtain 7.2 g of 2-(3,4-difluorophenyl)-6-propylnaphthalene. The product was then recrystallized from methanol to ... Reactants: ClC=1C(=CC(=C(C1)C=1N([C@@H]([C@@H](N1)C1=CC=C(C=C1)Cl)C1=CC=C(C=C1)Cl)C(=O)Cl)OCC)C(C)(C)C#N ((4S,5R)-2-[5-Chloro-4-(cyano-dimethyl-methyl)-2-ethoxy-phenyl]-4,5-bis-(4-chloro-phenyl)-4,5-dihydro-imidazole-1-carbonyl chloride), C(C)(C)N(C(CN1CCNCC1)=O)C (N-isopropyl-N-methyl-2-piperazin-1-yl-acetamide). Yields the product ClC=1C(=CC(=C(C1)C=1N([C@@H]([C@@H](N1)C1=CC=C(C=C1)Cl)C1=CC=C(C=C1)Cl)C(=O)N1CCN(CC1)CC(=O)N(C)C(C)C)OCC)C(C)(C)C#N (2-{4-[(4S,5R)-2-[5-Chloro-4-(cyano-dimethyl-methyl)-2-ethoxy-phenyl]-4,5-bis-(4-chloro-phenyl)-4,5-dihydro-imidazole-1-carbonyl]-piperazin-1-yl}-N-isopropyl-N-methyl-acetamide). Reaction SMILES: [Cl:1][C:2]1[C:3]([C:33]([C:36]#[N:37])([CH3:35])[CH3:34])=[CH:4][C:5]([O:30][CH2:31][CH3:32])=[C:6]([C:8]2[N:9]([C:27](Cl)=[O:28])[C@H:10]([C:20]3[CH:25]=[CH:24][C:23]([Cl:26])=[CH:22][CH:21]=3)[C@H:11]([C:13]3[CH:18]=[CH:17][C:16]([Cl:19])=[CH:15][CH:14]=3)[N:12]=2)[CH:7]=1.[CH:38]([N:41]([CH3:51])[C:42](=[O:50])[CH2:43][N:44]1[CH2:49][CH2:48][NH:47][CH2:46][CH2:45]1)([CH3:40])[CH3:39]>>[Cl:1][C:2]1[C:3]([C:33]([C:36]#[N:37])([CH3:34])[CH3:35])=[CH:4][C:5]([O:30][CH2:31][CH3:32])=[C:6]([C:8]2[N:9]([C:27]([N:47]3[CH2:46][CH2:45][N:44]([CH2:43][C:42]([N:41]([CH:38]([CH3:40])[CH3:39])[CH3:51])=[O:50])[CH2:49][CH2:48]3)=[O:28])[C@H:10]([C:20]3[CH:21]=[CH:22][C:23]([Cl:26])=[CH:24][CH:25]=3)[C@H:11]([C:13]3[CH:18]=[CH:17][C:16]([Cl:19])=[CH:15][CH:14]=3)[N:12]=2)[CH:7]=1. Procedure details: 2-{4-[(4S,5R)-2-[5-Chloro-4-(cyano-dimethyl-methyl)-2-ethoxy-phenyl]-4,5-bis-(4-chloro-phenyl)-4,5-dihydro-imidazole-1-carbonyl]-piperazin-1-yl}-N-isopropyl-N-methyl-acetamide was prepared from (4S,5R)-2-[5-Chloro-4-(cyano-dimethyl-methyl)-2-ethoxy-phenyl]-4,5-bis-(4-chloro-phenyl)-4,5-dihydro-imidazole-1-carbonyl chloride (example 12k) and N-isopropyl-N-methyl-2-piperazin-1-yl-acetamide (example 16c) in an analogous manner as described in example 25. LR-MS: 737.4 [(M+H)+] The reactants are CC(=O)Nc1ccccc1O, CCOC(=O)ON=NOC(=O)OCC, C1CCOC1, OC1C=CCCC1, c1ccc(P(c2ccccc2)c2ccccc2)cc1. Product: CC(=O)Nc1ccccc1OC1C=CCCC1. Reaction SMILES: [C:8]([CH3:9])(=[O:10])[NH:11][c:12]1[c:13]([OH:18])[cH:14][cH:15][cH:16][cH:17]1.[CH2:38]([O:39][C:40](=[O:41])[O:42][N:43]=[N:44][O:45][C:46](=[O:47])[O:48][CH2:49][CH3:50])[CH3:51].[CH2:52]1[O:53][CH2:54][CH2:55][CH2:56]1.[CH:1]1([OH:7])[CH:2]=[CH:3][CH2:4][CH2:5][CH2:6]1.[c:19]1([P:20]([c:21]2[cH:22][cH:23][cH:24][cH:25][cH:26]2)[c:27]2[cH:28][cH:29][cH:30][cH:31][cH:32]2)[cH:33][cH:34][cH:35][cH:36][cH:37]1>>[CH:1]1([O:7][c:13]2[c:12]([NH:11][C:8]([CH3:9])=[O:10])[cH:17][cH:16][cH:15][cH:14]2)[CH:2]=[CH:3][CH2:4][CH2:5][CH2:6]1. Starting materials: ClCCl, O=C(Cl)Cl, COc1ccccc1-c1cn(S(=O)(=O)c2ccc(C)cc2)c2ncc(-c3ccc(N)c(C(=O)N(C)C)c3)cc12, [Na+], O=C([O-])O. The product is COc1ccccc1-c1cn(S(=O)(=O)c2ccc(C)cc2)c2ncc(-c3ccc(N=C=O)c(C(=O)N(C)C)c3)cc12. Reaction SMILES: [CH2:49]([Cl:50])[Cl:51].[Cl:45][C:46](=[O:47])[Cl:48].[NH2:1][c:2]1[c:3]([C:4](=[O:5])[N:6]([CH3:7])[CH3:8])[cH:9][c:10](-[c:13]2[cH:14][c:15]3[c:16]([n:17][cH:18]2)[n:19]([S:30](=[O:31])(=[O:32])[c:33]2[cH:34][cH:35][c:36]([CH3:39])[cH:37][cH:38]2)[cH:20][c:21]3-[c:22]2[c:23]([O:28][CH3:29])[cH:24][cH:25][cH:26][cH:27]2)[cH:11][cH:12]1.[Na+:44].[O-:40][C:41]([OH:42])=[O:43]>>[N:1]([c:2]1[c:3]([C:4](=[O:5])[N:6]([CH3:7])[CH3:8])[cH:9][c:10](-[c:13]2[cH:14][c:15]3[c:16]([n:17][cH:18]2)[n:19]([S:30](=[O:31])(=[O:32])[c:33]2[cH:34][cH:35][c:36]([CH3:39])[cH:37][cH:38]2)[cH:20][c:21]3-[c:22]2[c:23]([O:28][CH3:29])[cH:24][cH:25][cH:26][cH:27]2)[cH:11][cH:12]1)=[C:41]=[O:40]. Reactants: NC=1C=C(C(=O)OC)C=CC1N (methyl 3,4-diaminobenzoate), O (water). The solvent is C1(=CC=CC=C1)C (toluene). Yields the product CC1=NC2=CC=C(C=C2N=C1C)C(=O)OC (Methyl 2,3-dimethylquinoxaline-6-carboxylate). RXN SMILES: [NH2:1][C:2]1[CH:3]=[C:4]([CH:9]=[CH:10][C:11]=1[NH2:12])[C:5]([O:7][CH3:8])=[O:6].O>C1(C)C=CC=CC=1>[CH3:3][C:2]1[C:11]([CH3:10])=[N:1][C:2]2[C:11](=[CH:10][CH:9]=[C:4]([C:5]([O:7][CH3:8])=[O:6])[CH:3]=2)[N:12]=1. Reported procedure: 55.8 g (0.354 mole) of methyl 3,4-diaminobenzoate and 30.5 g (0.354 mole) of diacetyl are heated under reflux in 500 ml of toluene for 3 hours, using a water separator. The toluene is distilled off in vacuo and the residue is dissolved in ethyl acetate under the influence of heat, active charcoal being added, the active charcoal is separated off via a Seitz filter and the filtrate is concentrated to dryness. The reactants are CC1([C@H]([C@@H]1C=C(C)C)C(=O)Cl)C ((-)-trans-2,2-dimethyl-3-isobutenylcyclopropane-1-carboxylic acid chloride). Reagents/catalysts: B(Cl)(Cl)Cl (boron trichloride). Solvent: C1(=CC=CC=C1)C (toluene). Conditions: temperature 0 celsius, time 10 minute. The product is CC1(C(C1C=C(C)C)C(=O)Cl)C (2,2-dimethyl-3-isobutenylcyclopropane-1-carboxylic acid chloride). The yield is 90.0%. As a reaction SMILES: [CH3:1][C:2]1([CH3:12])[C@@H:4]([CH:5]=[C:6]([CH3:8])[CH3:7])[C@@H:3]1[C:9]([Cl:11])=[O:10]>B(Cl)(Cl)Cl.C1(C)C=CC=CC=1>[CH3:1][C:2]1([CH3:12])[CH:4]([CH:5]=[C:6]([CH3:7])[CH3:8])[CH:3]1[C:9]([Cl:11])=[O:10]. Procedure: In a 200 ml flask, there were charged (-)-trans-2,2-dimethyl-3-isobutenylcyclopropane-1-carboxylic acid chloride (30.0 g) and toluene (70 g). Thereafter, boron trichloride (0.94 g) was added thereto at 0° C. with stirring under a nitrogen atmosphere, and the reaction was carried out for 10 minutes. After removal of the catalyst, the toluene was recovered by distillation, and the residue was distilled to obtain racemized 2,2-dimethyl-3-isobutenylcyclopropane-1-carboxylic acid chloride (27.0 g) ha... The reactants are C(=O)([O-])[O-].[Na+].[Na+] (Na2CO3), CC1(OB(OC1(C)C)C1=CC=C(S1)C(=O)N)C (5-(4,4,5,5-tetramethyl-[1,3,2]dioxa-borolan-2-yl)-thiophene-2-carboxylic acid amide), CN1CCN(CC1)C1=CC=C(C=C1)NC=1C=2N(C(=CN1)C=1C=C(SC1)C(=O)N)N=CN2 (4-{8-[4-(4-Methyl-piperazin-1-yl)-phenylamino]-[1,2,4]triazolo[1,5-a]pyrazin-5-yl}-thiophene-2-carboxylic acid amide), CN1CCN(CC1)C1=CC=C(C=C1)N ([4-(4-methyl-piperazin-1-yl)-phenyl]-amine). The reagents and catalysts are C=1C=CC(=CC1)[P](C=2C=CC=CC2)(C=3C=CC=CC3)[Pd]([P](C=4C=CC=CC4)(C=5C=CC=CC5)C=6C=CC=CC6)([P](C=7C=CC=CC7)(C=8C=CC=CC8)C=9C=CC=CC9)[P](C=1C=CC=CC1)(C=1C=CC=CC1)C=1C=CC=CC1 (Pd(PPh3)4). Run in O1CCOCC1 (dioxane). Product: N (NH3), CN1CCN(CC1)C1=CC=C(C=C1)NC=1C=2N(C(=CN1)C1=CC=C(S1)C(=O)N)N=CN2 (5-{8-[4-(4-Methyl-piperazin-1-yl)-phenylamino]-[1, 2, 4]triazolo[1,5-a]pyrazin-5-yl}-thiophene-2-carboxylic acid amide). Isolated yield 21.0%. As a reaction SMILES: [CH3:1][N:2]1[CH2:7][CH2:6][N:5]([C:8]2[CH:13]=[CH:12][C:11]([NH:14][C:15]3[C:16]4[N:17]([N:29]=[CH:30][N:31]=4)[C:18](C4C=C(C(N)=O)SC=4)=[CH:19][N:20]=3)=[CH:10][CH:9]=2)[CH2:4][CH2:3]1.CN1CCN(C2C=CC(N)=CC=2)CC1.CC1(C)C(C)(C)OB([C:54]2[S:58][C:57]([C:59]([NH2:61])=[O:60])=[CH:56][CH:55]=2)O1.C([O-])([O-])=O.[Na+].[Na+]>O1CCOCC1.C1C=CC([P]([Pd]([P](C2C=CC=CC=2)(C2C=CC=CC=2)C2C=CC=CC=2)([P](C2C=CC=CC=2)(C2C=CC=CC=2)C2C=CC=CC=2)[P](C2C=CC=CC=2)(C2C=CC=CC=2)C2C=CC=CC=2)(C2C=CC=CC=2)C2C=CC=CC=2)=CC=1>[NH3:2].[CH3:1][N:2]1[CH2:7][CH2:6][N:5]([C:8]2[CH:9]=[CH:10][C:11]([NH:14][C:15]3[C:16]4[N:17]([N:29]=[CH:30][N:31]=4)[C:18]([C:54]4[S:58][C:57]([C:59]([NH2:61])=[O:60])=[CH:56][CH:55]=4)=[CH:19][N:20]=3)=[CH:12][CH:13]=2)[CH2:4][CH2:3]1 |f:3.4.5,^1:78,80,99,118|. Procedure: This compound may be prepared using methods as described for Compound 6, step 4 using 5-bromo-[1,2,4]triazolo[1,5-a]pyrazin-8-yl)-[4-(4-methyl-piperazin-1-yl)-phenyl]-amine (100 mg, 0.258 mmol), 5-(4,4,5,5-tetramethyl-[1,3,2]dioxa-borolan-2-yl)-thiophene-2-carboxylic acid amide (130 mg, 0.516 mmol) and Pd(PPh3)4 (74 mg, 0.0645 mmol) in aqueous 1.5M Na2CO3 (1.37 mL, 2.06 mmol) and dioxane (2.75 mL). After evaporation of the solvent, the residue is purified by silica gel column chromatography elut... The reactants are [N+](=O)([O-])C=1C=C(C=CC1OC)C=1OC2=C(N1)C=C(C=C2)Br (2-(3-nitro-4-methoxyphenyl)-5-bromobenzoxazole), ClC=1C=C(C=CC1Cl)B(O)O (3,4-dichlorophenylboronic acid). Product: [N+](=O)([O-])C=1C=C(C=CC1OC)C=1OC2=C(N1)C=C(C=C2)C2=CC(=C(C=C2)Cl)Cl (2-(3-Nitro-4-methoxyphenyl)-5-(3,4-dichlorophenyl)benzoxazole). As a reaction SMILES: [N+:1]([C:4]1[CH:5]=[C:6]([C:12]2[O:13][C:14]3[CH:20]=[CH:19][C:18](Br)=[CH:17][C:15]=3[N:16]=2)[CH:7]=[CH:8][C:9]=1[O:10][CH3:11])([O-:3])=[O:2].[Cl:22][C:23]1[CH:24]=[C:25](B(O)O)[CH:26]=[CH:27][C:28]=1[Cl:29]>>[N+:1]([C:4]1[CH:5]=[C:6]([C:12]2[O:13][C:14]3[CH:20]=[CH:19][C:18]([C:26]4[CH:25]=[CH:24][C:23]([Cl:22])=[C:28]([Cl:29])[CH:27]=4)=[CH:17][C:15]=3[N:16]=2)[CH:7]=[CH:8][C:9]=1[O:10][CH3:11])([O-:3])=[O:2]. Reported procedure: Prepared by the method of Example 15d), from 2-(3-nitro-4-methoxyphenyl)-5-bromobenzoxazole (200 mg, 0.57 mmol) and 3,4-dichlorophenylboronic acid (176 mg, 0.85 mmol) the subtitle compound was obtained (176 mg, 74%). 1H NMR (CDCl3) δ 8.74(d, 1H), 8.44(dd, 1H), 7.89(d, 1H), 7.70(d, 1H), 7.65(d, 1H), 7.54(d, 2H), 7.44(dd, 1H), 7.26(d, 1H), 4.08(s, 3H).